Dataset: the Open Reaction Database (ORD), a public repository of structured organic reaction records. Task: describe an organic reaction: reactants, conditions, products, and yield The reactants are Cl (hydrochloric acid), [H-].[Na+] (Sodium hydride), O\N=C(/CCC(=O)OC)\C1=CC=CC=C1 (methyl E-4-(hydroxyimino)-4-phenylbutyrate), ClCC1=CC=C(OCCC=2N=C(OC2C)C2=CC=CC=C2)C=C1 (4-[2-(4-chloromethylphenoxy)ethyl]-5-methyl-2-phenyloxazole), C([O-])(O)=O.[Na+] (sodium bicarbonate). Run in CN(C=O)C (N,N-dimethylformamide). Reaction conditions: time 1 hour. Yields the product CC1=C(N=C(O1)C1=CC=CC=C1)CCOC1=CC=C(CO\N=C(/CCC(=O)OC)\C2=CC=CC=C2)C=C1 (methyl E-4-[4-[2-(5-methyl-2-phenyl-4-oxazolyl)ethoxy]benzyloxyimino]-4-phenylbutyrate). The yield is 42.7%. RXN SMILES: [H-].[Na+].[OH:3]/[N:4]=[C:5](/[C:12]1[CH:17]=[CH:16][CH:15]=[CH:14][CH:13]=1)\[CH2:6][CH2:7][C:8]([O:10][CH3:11])=[O:9].Cl[CH2:19][C:20]1[CH:40]=[CH:39][C:23]([O:24][CH2:25][CH2:26][C:27]2[N:28]=[C:29]([C:33]3[CH:38]=[CH:37][CH:36]=[CH:35][CH:34]=3)[O:30][C:31]=2[CH3:32])=[CH:22][CH:21]=1.Cl.C(=O)(O)[O-].[Na+]>CN(C)C=O>[CH3:32][C:31]1[O:30][C:29]([C:33]2[CH:34]=[CH:35][CH:36]=[CH:37][CH:38]=2)=[N:28][C:27]=1[CH2:26][CH2:25][O:24][C:23]1[CH:22]=[CH:21][C:20]([CH2:19][O:3]/[N:4]=[C:5](/[C:12]2[CH:17]=[CH:16][CH:15]=[CH:14][CH:13]=2)\[CH2:6][CH2:7][C:8]([O:10][CH3:11])=[O:9])=[CH:40][CH:39]=1 |f:0.1,5.6|. Procedure details: Sodium hydride (60% in oil, 134 mg) was added to a solution of methyl E-4-(hydroxyimino)-4-phenylbutyrate (632 mg) and 4-[2-(4-chloromethylphenoxy)ethyl]-5-methyl-2-phenyloxazole (1.00 g) in N,N-dimethylformamide (10 ml) at room temperature under nitrogen atmosphere and stirred for 1 hour. 1N hydrochloric acid (5 ml) was added, an aqueous saturated solution of sodium bicarbonate was added and extracted with ethyl acetate. The ethyl acetate layer was washed with an aqueous saturated solution of s... The reactants are O (water), O1C(=CC=C1)CCC(=O)OCC (ethyl 3-(2-furanyl)propionate), C(=O)OCC (ethyl formate), [H-].[Na+] (sodium hydride). Run in C(OC)COC (dimethoxyethane). The product is O1C(=CC=C1)CC(C(=O)OCC)C=O (ethyl 3-(2-furanyl)-2-formylpropionate). Isolated yield 48.2%. Reaction SMILES: [O:1]1[CH:5]=[CH:4][CH:3]=[C:2]1[CH2:6][CH2:7][C:8]([O:10][CH2:11][CH3:12])=[O:9].[CH:13](OCC)=[O:14].[H-].[Na+].O>C(COC)OC>[O:1]1[CH:5]=[CH:4][CH:3]=[C:2]1[CH2:6][CH:7]([CH:13]=[O:14])[C:8]([O:10][CH2:11][CH3:12])=[O:9] |f:2.3|. Procedure: A mixture of ethyl 3-(2-furanyl)propionate (33.77 g) and ethyl formate (22.22 g) was added dropwise with stirring to a pre-cooled (0° C.) suspension of sodium hydride (50% in oil; 8.45 g) in dimethoxyethane (70 ml) maintaining the temperature below 0° C. throughout the addition. The reaction mixture was allowed to warm to room temperature then poured on to ice and water and extracted with ethyl acetate. The aqueous layer was acidified to pH 4 and re-extracted with ethyl acetate. These second eth... Reactants: CC(=O)O, [Cl-], CCOC(=O)CC(=O)c1cc(I)ccc1F, O=N[O-], [Na+], [Na+], O. Product: CCOC(=O)C(=NO)C(=O)c1cc(I)ccc1F. As a reaction SMILES: [CH3:24][C:25](=[O:26])[OH:27].[Cl-:22].[F:5][c:6]1[c:7]([C:13]([CH2:14][C:15](=[O:16])[O:17][CH2:18][CH3:19])=[O:20])[cH:8][c:9]([I:12])[cH:10][cH:11]1.[N:1](=[O:2])[O-:3].[Na+:21].[Na+:4].[OH2:23]>>[N:1]([OH:3])=[C:14]([C:13]([c:7]1[c:6]([F:5])[cH:11][cH:10][c:9]([I:12])[cH:8]1)=[O:20])[C:15](=[O:16])[O:17][CH2:18][CH3:19]. Reported procedure: A solution of 8.71 g (35 mmol) of cobalt acetate tetrahydrate (Co(CH3COO)2.4H2O) in 100 ml of DMF was added portionwise to a solution of 1.7 g (2.39 mmol) of porphyrin TEPP (2) as obtained above in step 2), in 500 ml of DMF. The mixture obtained was refluxed for 20 hours. The heating was stopped and 150 ml of water were added to the reaction medium. The mixture was subsequently extracted with ethanol (4×200 ml) and the organic phase was then evaporated. The residue was dissolved in 300 ml of eth... Solvent: CN(C)C=O (DMF), CN(C)C=O (DMF). Isolated yield 65.0%. Reactants: O.O.O.O.C(C)(=O)[O-].[Co+2].C(C)(=O)[O-] (cobalt acetate tetrahydrate), C12=CC=C(N1)C=C1C=CC(=N1)C=C1C=CC(N1)=CC=1C=CC(N1)=C2 (porphyrin), C(#C)C1=CC=C(C=C1)C1=C2C=CC(C(=C3C=CC(=C(C=4C=CC(=C(C5=CC=C1N5)C5=CC=C(C=C5)C#C)N4)C4=CC=C(C=C4)C#C)N3)C3=CC=C(C=C3)C#C)=N2 (tetrakis(4-ethynylphenyl)porphyrin), O (water). Yields the product C(#C)C1=CC=C(C=C1)C1=C2C=CC(C(=C3C=CC(=C(C=4C=CC(=C(C5=CC=C1N5)C5=CC=C(C=C5)C#C)N4)C4=CC=C(C=C4)C#C)N3)C3=CC=C(C=C3)C#C)=N2.[Co] (cobalt tetrakis(4-ethynylphenyl)porphyrin). RXN SMILES: O.O.O.O.C([O-])(=O)C.[Co+2:9].C([O-])(=O)C.C12C=C3N=C(C=C3)C=C3NC(C=C3)=CC3=NC(C=C3)=CC(N1)=CC=2.[C:38]([C:40]1[CH:45]=[CH:44][C:43]([C:46]2[C:65]3[NH:66][C:62](=[CH:63][CH:64]=3)[C:61]([C:67]3[CH:72]=[CH:71][C:70]([C:73]#[CH:74])=[CH:69][CH:68]=3)=[C:60]3[N:75]=[C:57]([CH:58]=[CH:59]3)[C:56]([C:76]3[CH:81]=[CH:80][C:79]([C:82]#[CH:83])=[CH:78][CH:77]=3)=[C:55]3[NH:84][C:52]([CH:53]=[CH:54]3)=[C:51]([C:85]3[CH:90]=[CH:89][C:88]([C:91]#[CH:92])=[CH:87][CH:86]=3)[C:50]3=[N:93][C:47]=2[CH:48]=[CH:49]3)=[CH:42][CH:41]=1)#[CH:39].O>CN(C=O)C>[C:82]([C:79]1[CH:78]=[CH:77][C:76]([C:56]2[C:55]3[NH:84][C:52](=[CH:53][CH:54]=3)[C:51]([C:85]3[CH:90]=[CH:89][C:88]([C:91]#[CH:92])=[CH:87][CH:86]=3)=[C:50]3[N:93]=[C:47]([CH:48]=[CH:49]3)[C:46]([C:43]3[CH:44]=[CH:45][C:40]([C:38]#[CH:39])=[CH:41][CH:42]=3)=[C:65]3[NH:66][C:62]([CH:63]=[CH:64]3)=[C:61]([C:67]3[CH:68]=[CH:69][C:70]([C:73]#[CH:74])=[CH:71][CH:72]=3)[C:60]3=[N:75][C:57]=2[CH:58]=[CH:59]3)=[CH:81][CH:80]=1)#[CH:83].[Co:9] |f:0.1.2.3.4.5.6,11.12|. Reported procedure: A stirred solution of 4-(biphenyl-4-yloxymethyl)-5-methyl-furan-2-carboxylic acid (18) (50 mg, 0.162 mmoles), 2-methyl-benzenesulphonamide (42 mg, 0.243 mmoles) and 4-(N,N-dimethylamino)-pyridine (2.5 mg) in a mixture of tetrahydrofuran (8 ml) and acetonitrile (2 ml) was treated with 1-(3-dimethylaminopropyl)-3-ethylcarbodiimide hydrochloride (38 mg, 0.194 mmoles). The mixture was stirred at room temperature for 16 hours under an argon atmosphere. The reaction mixture was concentrated in vacuo a... Conditions: time 16 hour. The product is C1(=CC=C(C=C1)OCC=1C=C(OC1C)C(=O)NS(=O)(=O)C1=C(C=CC=C1)C)C1=CC=CC=C1 (N-[4-(Biphenyl-4-yloxymethyl)-5-methyl-furan-2-carbonyl]-2-methyl-benzenesulphonamide). Reactants: C1(=CC=C(C=C1)OCC=1C=C(OC1C)C(=O)O)C1=CC=CC=C1 (4-(Biphenyl-4-yloxymethyl)-5-methyl-furan-2-carboxylic acid), CC1=C(C=CC=C1)S(=O)(=O)N (2-methyl-benzenesulphonamide), Cl.CN(CCCN=C=NCC)C (1-(3-dimethylaminopropyl)-3-ethylcarbodiimide hydrochloride). Reagents/catalysts: CN(C)C1=CC=NC=C1 (4-(N,N-dimethylamino)-pyridine). RXN SMILES: [C:1]1([C:18]2[CH:23]=[CH:22][CH:21]=[CH:20][CH:19]=2)[CH:6]=[CH:5][C:4]([O:7][CH2:8][C:9]2[CH:10]=[C:11]([C:15](O)=[O:16])[O:12][C:13]=2[CH3:14])=[CH:3][CH:2]=1.[CH3:24][C:25]1[CH:30]=[CH:29][CH:28]=[CH:27][C:26]=1[S:31]([NH2:34])(=[O:33])=[O:32].Cl.CN(C)CCCN=C=NCC>CN(C1C=CN=CC=1)C.O1CCCC1.C(#N)C>[C:1]1([C:18]2[CH:19]=[CH:20][CH:21]=[CH:22][CH:23]=2)[CH:2]=[CH:3][C:4]([O:7][CH2:8][C:9]2[CH:10]=[C:11]([C:15]([NH:34][S:31]([C:26]3[CH:27]=[CH:28][CH:29]=[CH:30][C:25]=3[CH3:24])(=[O:32])=[O:33])=[O:16])[O:12][C:13]=2[CH3:14])=[CH:5][CH:6]=1 |f:2.3|. Yield: 26.7%. Solvent: O1CCCC1 (tetrahydrofuran), C(C)#N (acetonitrile).